From a dataset of the Open Reaction Database (ORD), a public repository of structured organic reaction records. describe an organic reaction: reactants, conditions, products, and yield Reactants: C(C1=CC=CC=C1)NC=1SC=C(N1)CO (2-benzylaminothiazol-4-ylmethanol). Solvent: C(C)N(CC)CC (triethylamine). Product: C(C1=CC=CC=C1)NC=1SC=C(N1)C=O (2-Benzylaminothiazole-4-carbaldehyde). As a reaction SMILES: [CH2:1]([NH:8][C:9]1[S:10][CH:11]=[C:12]([CH2:14][OH:15])[N:13]=1)[C:2]1[CH:7]=[CH:6][CH:5]=[CH:4][CH:3]=1>C(N(CC)CC)C>[CH2:1]([NH:8][C:9]1[S:10][CH:11]=[C:12]([CH:14]=[O:15])[N:13]=1)[C:2]1[CH:7]=[CH:6][CH:5]=[CH:4][CH:3]=1. Reported procedure: The reaction described in Preparation 44 was repeated, but using 1.21 g of 2-benzylaminothiazol-4-ylmethanol, 2.6 g of pyridine sulfur trioxide complex, 3 ml of triethylamine and 30 ml of dimethyl sulfoxlde, giving the title compound as pale brown crystals. The reactants are O=C[C@H](O)[C@@H](O)[C@H](O)[C@H](O)CO (Glucose), C(Cl)Cl (methylene chloride), C(CCC)B([O-])[O-] (butylboronate), O=C[C@H](O)[C@@H](O)[C@H](O)[C@H](O)CO (glucose). The solvent is O (water), O (water). Conditions: time 12.5 second. Yields the product O=C[C@H](O)[C@@H](O)[C@H](O)[C@H](O)CO (glucose), C1(=CC=CC=C1)B([O-])[O-] (phenylboronate). As a reaction SMILES: C(Cl)Cl.[O:4]=[CH:5][C@@H:6]([C@H:8]([C@@H:10]([C@@H:12]([CH2:14][OH:15])[OH:13])[OH:11])[OH:9])[OH:7].[CH2:16]([B:20]([O-:22])[O-:21])[CH2:17][CH2:18][CH3:19]>O>[O:4]=[CH:5][C@@H:6]([C@H:8]([C@@H:10]([C@@H:12]([CH2:14][OH:15])[OH:13])[OH:11])[OH:9])[OH:7].[C:16]1([B:20]([O-:22])[O-:21])[CH:6]=[CH:5][CH:19]=[CH:18][CH:17]=1. Procedure: A solution of 100 mg/dL of glucose his phenylboronate and dry methylene chloride was prepared and applied to CLINISTIX® glucose test strip pad. No color development was observed. The pads were then wetted with water and in 2 or 3 minutes color development was observed. Glucose his butylboronate was similarly applied to CLINISTIX® strips. Again no color was observed upon application. After wetting with water strong color development was observed in 10 to 15 seconds.